From a dataset of the Open Reaction Database (ORD), a public repository of structured organic reaction records. describe an organic reaction: reactants, conditions, products, and yield Starting materials: FC=1C(=C(C=CC1)C(C)=O)O (1-(3-fluoro-2-hydroxyphenyl)ethanone), C(C(=O)OCC)(=O)OCC (diethyl oxalate), [O-]CC.[Na+] (sodium ethoxide). The solvent is C(C)O (ethanol), C(C)O (ethanol), petrol. The product is FC=1C(=C(C=CC1)C(=O)C1=C(C(OC1)=O)O)O (4-[(3-Fluoro-2-hydroxyphenyl)carbonyl]-3-hydroxy-2(5H)-furanone). Yield: 40.3%. RXN SMILES: [F:1][C:2]1[C:3]([OH:11])=[C:4]([C:8](=[O:10])[CH3:9])[CH:5]=[CH:6][CH:7]=1.[C:12](OCC)(=[O:18])[C:13]([O:15][CH2:16]C)=[O:14].[O-]CC.[Na+]>C(O)C>[F:1][C:2]1[C:3]([OH:11])=[C:4]([C:8]([C:9]2[CH2:16][O:15][C:13](=[O:14])[C:12]=2[OH:18])=[O:10])[CH:5]=[CH:6][CH:7]=1 |f:2.3|. Procedure details: A solution of 1-(3-fluoro-2-hydroxyphenyl)ethanone (30 g) and diethyl oxalate (31 g) in ethanol (600 mls) was added dropwise to sodium ethoxide (from 9.85 g of sodium) in ethanol (600 mls) and the mixture was stirred and heated at reflux for 2 days. After the mixture had cooled, it was diluted with 60-80 petrol and the solid was collected and dried. A suspension of the product in water (1.2 l) was stirred with formaldehyde (24 mls of 37%) for 1.5 hours. The solid was filtered out, the filtrate w...